From a dataset of the Open Reaction Database (ORD), a public repository of structured organic reaction records. describe an organic reaction: reactants, conditions, products, and yield Reactants: COC(OC)C1(C)Oc2ccc([N+](=O)[O-])cc2C2OC21, COc1ccccc1NCc1ncc[nH]1. The product is COc1ccccc1N(Cc1ncc[nH]1)C1c2cc([N+](=O)[O-])ccc2OC(C)(C(OC)OC)C1O. Reaction SMILES: [CH3:1][O:2][CH:3]([C:4]1([CH3:18])[O:5][c:6]2[c:7]([cH:11][c:12]([N+:15](=[O:16])[O-:17])[cH:13][cH:14]2)[CH:8]2[CH:9]1[O:10]2)[O:19][CH3:20].[CH3:21][O:22][c:23]1[c:24]([NH:29][CH2:30][c:31]2[nH:32][cH:33][cH:34][n:35]2)[cH:25][cH:26][cH:27][cH:28]1>>[CH3:1][O:2][CH:3]([C:4]1([CH3:18])[O:5][c:6]2[c:7]([cH:11][c:12]([N+:15](=[O:16])[O-:17])[cH:13][cH:14]2)[CH:8]([N:29]([c:24]2[c:23]([O:22][CH3:21])[cH:28][cH:27][cH:26][cH:25]2)[CH2:30][c:31]2[n:32][cH:33][cH:34][nH:35]2)[CH:9]1[OH:10])[O:19][CH3:20]. The reactants are C(C)[O-].[Na+] (Sodium ethanolate), ClC1=CC2=C(N3C(=N2)CC(CC3=O)C3=CC=CC=C3)C=C1 (7-chloro-3-phenyl-3,4-dihydropyrido[1,2-a]benzimidazol-1(2H)-one), ClC=1C=CC2=C(N3C(=N2)CC(CC3=O)C3=CC=CC=C3)C1 (8-chloro-3-phenyl-3,4-dihydropyrido[1,2-a]benzimidazol-1(2H)-one), NO.Cl (hydroxylamine•HCl). Solvent: C(C)O (ethanol), O (Water). Reaction conditions: time 1 hour. The product is ClC1=CC2=C(N=C(N2)CC(CC(=O)NO)C2=CC=C(C=C2)Cl)C=C1 (4-(5-Chloro-2-benzimidazolyl)-3-(4-chlorophenyl)butyrohydroxamic acid). As a reaction SMILES: [Cl:1][C:2]1[CH:21]=[CH:20][C:5]2[N:6]3[C:12](=[O:13])[CH2:11][CH:10]([C:14]4[CH:19]=[CH:18][CH:17]=[CH:16][CH:15]=4)[CH2:9][C:7]3=[N:8][C:4]=2[CH:3]=1.ClC1C=CC2N=C3CC(C4C=CC=CC=4)CC(=O)N3C=2C=1.[NH2:43][OH:44].[ClH:45].C([O-])C.[Na+]>C(O)C.O>[Cl:1][C:2]1[CH:21]=[CH:20][C:5]2[N:6]=[C:7]([CH2:9][CH:10]([C:14]3[CH:19]=[CH:18][C:17]([Cl:45])=[CH:16][CH:15]=3)[CH2:11][C:12]([NH:43][OH:44])=[O:13])[NH:8][C:4]=2[CH:3]=1 |f:2.3,4.5|. Procedure details: The above mentioned regioisomeric mixture of 7-chloro-3-phenyl-3,4-dihydropyrido[1,2-a]benzimidazol-1(2H)-one and 8-chloro-3-phenyl-3,4-dihydropyrido[1,2-a]benzimidazol-1(2H)-one (331 mg) and hydroxylamine•HCl (83 mg) in ethanol (2 ml) was heated to reflux with stirring. Sodium ethanolate (82 mg) was added to give a clear solution. Refluxing was continued for 1 h whereupon a new precipitate is formed. Water (2 ml) was added and the mixture was kept at rt overnight. The solid was isolated by suct... Starting materials: O=C(CBr)C1(c2ccc(Cl)c(Cl)c2)CCC1, CC(C)=O, SC1=NCCCN1. Product: Br, O=C(CSC1=NCCCN1)C1(c2ccc(Cl)c(Cl)c2)CCC1. As a reaction SMILES: [Br:1][CH2:2][C:3](=[O:4])[C:5]1([c:9]2[cH:10][c:11]([Cl:16])[c:12]([Cl:15])[cH:13][cH:14]2)[CH2:6][CH2:7][CH2:8]1.[CH3:24][C:25](=[O:26])[CH3:27].[N:17]1=[C:18]([SH:23])[NH:19][CH2:20][CH2:21][CH2:22]1>>[BrH:1].[CH2:2]([C:3](=[O:4])[C:5]1([c:9]2[cH:10][c:11]([Cl:16])[c:12]([Cl:15])[cH:13][cH:14]2)[CH2:6][CH2:7][CH2:8]1)[S:23][C:18]1=[N:17][CH2:22][CH2:21][CH2:20][NH:19]1. Starting materials: NC1=CC(=NC(=C1F)C(C)(C)C)C=O (4-amino-6-(tert-butyl)-5-fluoropicolinaldehyde), ClN1C(N(C(C1(C)C)=O)Cl)=O (1,3-dichloro-5,5-dimethylimidazolidine-2,4-dione). Yields the product NC1=C(C(=NC(=C1F)C(C)(C)C)C=O)Cl (4-amino-6-(tert-butyl)-3-chloro-5-fluoropicolinaldehyde). Yield: 0.1%. As a reaction SMILES: [NH2:1][C:2]1[C:7]([F:8])=[C:6]([C:9]([CH3:12])([CH3:11])[CH3:10])[N:5]=[C:4]([CH:13]=[O:14])[CH:3]=1.[Cl:15]N1C(C)(C)C(=O)N(Cl)C1=O>>[NH2:1][C:2]1[C:7]([F:8])=[C:6]([C:9]([CH3:11])([CH3:10])[CH3:12])[N:5]=[C:4]([CH:13]=[O:14])[C:3]=1[Cl:15]. Reported procedure: Using the procedure for Example 15, 4-amino-6-(tert-butyl)-5-fluoropicolinaldehyde (0.5 g, 2.55 mol), 1,3-dichloro-5,5-dimethylimidazolidine-2,4-dione (0.276 g, 1.401 mol) CH3CN (26 mL) gave 4-amino-6-(tert-butyl)-3-chloro-5-fluoropicolinaldehyde (423 mg, 70.5%) as a yellow oil: 1H NMR (400 MHz, CDCl3) δ 10.01 (s, 1H), 4.76 (d, J=7.2 Hz, 3H), 1.42 (d, J=1.6 Hz, 9H); 19F NMR (376 MHz, CDCl3) δ −132.69; 13C NMR (101 MHz, CDCl3) δ 191.27, 152.89, 149.20, 146.51, 141.75, 139.93, 36.97, 28.39; EIMS m...